describe an organic reaction: reactants, conditions, products, and yield From a dataset of the Open Reaction Database (ORD), a public repository of structured organic reaction records. The reactants are C(#N)C1=CC=C(C=C1)C1CCC(CC1)=O (4-(p-cyanophenyl)cyclohexanone), [Cl-].C1(=CC=CC=C1)[P+](COC)(C1=CC=CC=C1)C1=CC=CC=C1 (triphenyl-methoxymethyl-phosphonium chloride), solid, potassium t-butylate, CCCCCC (hexane). Run in O1CCCC1 (tetrahydrofuran), COC(C)(C)C (t-butyl methyl ether). Conditions: temperature -10 celsius, time 30 minute. Yields the product residue, COC=C1CCC(CC1)C1=CC=C(C#N)C=C1 (p-[4-(methoxymethylene)cyclohexyl]benzonitrile). Isolated yield 93.9%. Reaction SMILES: [Cl-].C1([P+](C2C=CC=CC=2)(C2C=CC=CC=2)[CH2:9][O:10][CH3:11])C=CC=CC=1.[C:24]([C:26]1[CH:31]=[CH:30][C:29]([CH:32]2[CH2:37][CH2:36][C:35](=O)[CH2:34][CH2:33]2)=[CH:28][CH:27]=1)#[N:25].CCCCCC>COC(C)(C)C.O1CCCC1>[CH3:9][O:10][CH:11]=[C:35]1[CH2:36][CH2:37][CH:32]([C:29]2[CH:30]=[CH:31][C:26]([C:24]#[N:25])=[CH:27][CH:28]=2)[CH2:33][CH2:34]1 |f:0.1|. Procedure details: 10.4 g of triphenyl-methoxymethyl-phosphonium chloride were suspended in 60 ml of t-butyl methyl ether while gassing with argon in a sulphonation flask equipped with a thermometer, a mechanical stirrer, a dropping funnel and a solid substance addition tube and the suspension was treated with 3.6 g of solid potassium t-butylate at -10° C. within 10 minutes. After completion of the addition the mixture was stirred for a further 30 minutes at -10° C. then the deep orange, heterogeneous reaction mix...